Dataset: the Open Reaction Database (ORD), a public repository of structured organic reaction records. Task: describe an organic reaction: reactants, conditions, products, and yield Reactants: CC(=O)Cl, NNC(=O)c1c(-c2c(F)cccc2Cl)noc1-c1cnn(-c2ccccc2F)c1C(F)(F)F, C1COCCO1. As a reaction SMILES: [CH3:34][C:35]([Cl:36])=[O:37].[Cl:1][c:2]1[c:3](-[c:9]2[n:10][o:11][c:12](-[c:18]3[cH:19][n:20][n:21](-[c:27]4[c:28]([F:33])[cH:29][cH:30][cH:31][cH:32]4)[c:22]3[C:23]([F:24])([F:25])[F:26])[c:13]2[C:14](=[O:15])[NH:16][NH2:17])[c:4]([F:8])[cH:5][cH:6][cH:7]1.[O:38]1[CH2:39][CH2:40][O:41][CH2:42][CH2:43]1>>[Cl:1][c:2]1[c:3](-[c:9]2[n:10][o:11][c:12](-[c:18]3[cH:19][n:20][n:21](-[c:27]4[c:28]([F:33])[cH:29][cH:30][cH:31][cH:32]4)[c:22]3[C:23]([F:24])([F:25])[F:26])[c:13]2[C:14](=[O:15])[NH:16][NH:17][C:35]([CH3:34])=[O:37])[c:4]([F:8])[cH:5][cH:6][cH:7]1. Yields the product CC(=O)NNC(=O)c1c(-c2c(F)cccc2Cl)noc1-c1cnn(-c2ccccc2F)c1C(F)(F)F. The reactants are ClC(CN1C=NC=C1)C1=NC=C(C=C1)Cl (1-chloro-(5-chloro-2-pyridyl)-2-(1H-imidazol-1-yl)ethane), [N-]=[N+]=[N-].[Li+] (lithium azide). Solvent: CN(C=O)C (dimethylformamide). Reaction conditions: time 18 hour. Product: N(=[N+]=[N-])C(CN1C=NC=C1)C1=NC=C(C=C1)Cl (1-Azido-1-(5-chloro-2-pyridyl)-2-(1H-imidazol-1-yl)ethane). RXN SMILES: Cl[CH:2]([C:9]1[CH:14]=[CH:13][C:12]([Cl:15])=[CH:11][N:10]=1)[CH2:3][N:4]1[CH:8]=[CH:7][N:6]=[CH:5]1.[N-:16]=[N+:17]=[N-:18].[Li+]>CN(C)C=O>[N:16]([CH:2]([C:9]1[CH:14]=[CH:13][C:12]([Cl:15])=[CH:11][N:10]=1)[CH2:3][N:4]1[CH:8]=[CH:7][N:6]=[CH:5]1)=[N+:17]=[N-:18] |f:1.2|. Procedure: 0.92 g of 1-chloro-(5-chloro-2-pyridyl)-2-(1H-imidazol-1-yl)ethane are added under argon to a solution of 0.37 g of lithium azide in 2 ml of dry dimethylformamide and the reaction mixture is stirred at 60° for 18 hours. Working up according to process A (see Example 1) gives the substance as a yellowish oil. Starting materials: C(C)(=O)C=1C=C(C(=O)O)C=CC1O (3-Acetyl-4-hydroxybenzoic acid), CI (methyl iodide), CN(C)C=O (DMF), C([O-])([O-])=O.[K+].[K+] (potassium carbonate). Conditions: time 2 hour. Yields the product C(C)(=O)C=1C=C(C(=O)OC)C=CC1OC (methyl 3-acetyl-4-methoxybenzoate), powder. The yield is 34.0%. As a reaction SMILES: [C:1]([C:4]1[CH:5]=[C:6]([CH:10]=[CH:11][C:12]=1O)[C:7]([OH:9])=[O:8])(=[O:3])[CH3:2].CI.[C:16](=O)([O-])[O-].[K+].[K+].CN([CH:25]=[O:26])C>>[C:1]([C:4]1[CH:5]=[C:6]([CH:10]=[CH:11][C:12]=1[O:26][CH3:25])[C:7]([O:9][CH3:16])=[O:8])(=[O:3])[CH3:2] |f:2.3.4|. Reported procedure: 3-Acetyl-4-hydroxybenzoic acid (3.60 g, 20 mmol) and methyl iodide (5.68 g, 40 mmol) were dissolved in 60 ml of DMF, followed by the addition of 11.06 g (80 mmol) of potassium carbonate. The resulting mixture was stirred at room temperature for 2 hours. The DMF was distilled off under reduced pressure, followed by the addition of water. The resulting mixture was extracted with chloroform. The organic layer was dried over MgSO4, the solvent was distilled off under reduced pressure, and the residu... Reactants: C(\C=C\C(=O)O)(=O)O.NCCC(=O)O[C@@H]1CC2C(C[C@H]3[C@@H]4CCC([C@@]4(C)CC[C@@H]3[C@]2(CC1)C)=O)=O (3β-(3-aminopropionyloxy)androstane-6,17-dione fumarate), Cl.NO (hydroxylamine hydrochloride). Yields the product Cl.NCCC(=O)O[C@@H]1CC2/C(/C[C@H]3[C@@H]4CCC([C@@]4(C)CC[C@@H]3[C@]2(CC1)C)=O)=N/O (3β-(3-Aminopropionyloxy)-6-(E)-hydroxyiminoandrostan-17-one hydrochloride). As a reaction SMILES: C(O)(=O)/C=C/C(O)=O.[NH2:9][CH2:10][CH2:11][C:12]([O:14][C@H:15]1[CH2:32][CH2:31][C@@:30]2([CH3:33])[CH:17]([C:18](=O)[CH2:19][C@@H:20]3[C@@H:29]2[CH2:28][CH2:27][C@@:25]2([CH3:26])[C@H:21]3[CH2:22][CH2:23][C:24]2=[O:34])[CH2:16]1)=[O:13].[ClH:36].[NH2:37][OH:38]>>[ClH:36].[NH2:9][CH2:10][CH2:11][C:12]([O:14][C@H:15]1[CH2:32][CH2:31][C@@:30]2([CH3:33])[CH:17](/[C:18](=[N:37]/[OH:38])/[CH2:19][C@@H:20]3[C@@H:29]2[CH2:28][CH2:27][C@@:25]2([CH3:26])[C@H:21]3[CH2:22][CH2:23][C:24]2=[O:34])[CH2:16]1)=[O:13] |f:0.1,2.3,4.5|. Procedure: Following the procedure described in Example 1 and starting from 3β-(3-aminopropionyloxy)androstane-6,17-dione fumarate (Prepn. 69, 260 mg) and hydroxylamine hydrochloride (41 mg), the title compound I-dm was obtained (168 mg, 75%), after purification by flash chromatography (SiO2; CH2Cl2:MeOH 9:1). 1H-NMR (300 MHz, DMSO-d6, ppm from TMS): δ 10.42 (1H, s), 8.13 (3H, bb), 4.63 (1H, m), 3.27 (1H, m), 2.98 (2H, t), 2.64 (2H, t), 2.45-0.95 (19H, m), 0.77 (3H, s), 0.69 (3H, s). Starting materials: C(=O)(O)[O-].[Na+] (NaHCO3), COC1=C(C(=CC=C1)C(=O)OCC)C1=CC(=CC=C1)C(=O)OCC (2-methoxy-3'-carboethoxy-[1,1'-biphenyl]-6-carboxylic acid, ethyl ester), CB(C)Br (Dimethylboron bromide), CB(C)Br (dimethylboron bromide), Cl (HCl). The solvent is ClCCCl (1,2-dichloroethane). Reaction conditions: time 21 hour. The product is OC1=C(C(=CC=C1)C(=O)OCC)C1=CC(=CC=C1)C(=O)OCC (2-hydroxy-3'-carboethoxy-(1,1'-biphenyl)-6-carboxylic acid, ethyl ester). Yield: 71.2%. Reaction SMILES: C[O:2][C:3]1[CH:8]=[CH:7][CH:6]=[C:5]([C:9]([O:11][CH2:12][CH3:13])=[O:10])[C:4]=1[C:14]1[CH:19]=[CH:18][CH:17]=[C:16]([C:20]([O:22][CH2:23][CH3:24])=[O:21])[CH:15]=1.CB(Br)C.C([O-])(O)=O.[Na+].Cl>ClCCCl>[OH:2][C:3]1[CH:8]=[CH:7][CH:6]=[C:5]([C:9]([O:11][CH2:12][CH3:13])=[O:10])[C:4]=1[C:14]1[CH:19]=[CH:18][CH:17]=[C:16]([C:20]([O:22][CH2:23][CH3:24])=[O:21])[CH:15]=1 |f:2.3|. Reported procedure: Diester 6a (0.968 g., 2.95 mmol, 1 equiv.) is dissolved under argon in 9.8 mL of 1,2-dichloroethane. Dimethylboron bromide (1.16 mL, 11.9 mmol, 4.03 equiv. ) is added, the flask is sealed and the mixture allowed to stir for 21 hours at ambient temperature. Another 1.16 mL of dimethylboron bromide is added, and the mixture stirred, sealed under argon, for 3 days. The flask is cooled to 0° C., and 20 mL of saturated NaHCO3 is added with caution. The mixture is poured into 1N HCl, and extracted thr... Reactants: C1(=CC=CC=C1)S(=O)(=O)C(C=C(C(CCC(=CC=CC=C(C=CC=C(C=CC1=C(CCCC1(C)C)C)C)C)C)Cl)C)C1=C(CCCC1(C)C)C (1-phenylsulfonyl-4-chloro-1,18-di(2,6,6-trimethyl-1-cyclohexen-1-yl)-3,7,12,16-tetramethyloctadeca-2,7,9,11,13,15,17-heptaene), [OH-].[K+] (potassium hydroxide), O (water), C1(=CC=CC=C1)C (toluene). Procedure: In a 50-ml round-bottom flask 1.32 g (purity: 40.9%, 0.76 mmole) of 1-phenylsulfonyl-4-chloro-1,18-di(2,6,6-trimethyl-1-cyclohexen-1-yl)-3,7,12,16-tetramethyloctadeca-2,7,9,11,13,15,17-heptaene was reacted with 0.8 g (purity: 85%, 12.1 mmoles) of potassium hydroxide in 15 g of ethanol at 45° C. for 3 hours. Then water and toluene were added and the reaction mixture was separated. The organic layer obtained was washed with water and the solvent was removed therefrom to obtain 1.95 g (purity: 17.2... Solvent: C(C)O (ethanol). As a reaction SMILES: C1(S([CH:10]([C:42]2[C:47]([CH3:49])([CH3:48])[CH2:46][CH2:45][CH2:44][C:43]=2[CH3:50])[CH:11]=[C:12]([CH3:41])[CH:13](Cl)[CH2:14][CH2:15][C:16]([CH3:39])=[CH:17][CH:18]=[CH:19][CH:20]=[C:21]([CH3:38])[CH:22]=[CH:23][CH:24]=[C:25]([CH3:37])[CH:26]=[CH:27][C:28]2[C:33]([CH3:35])([CH3:34])[CH2:32][CH2:31][CH2:30][C:29]=2[CH3:36])(=O)=O)C=CC=CC=1.[OH-].[K+].O.C1(C)C=CC=CC=1>C(O)C>[CH3:50][C:43]1[CH2:44][CH2:45][CH2:46][C:47]([CH3:48])([CH3:49])[C:42]=1/[CH:10]=[CH:11]/[C:12](/[CH3:41])=[CH:13]/[CH:14]=[CH:15]/[C:16](/[CH3:39])=[CH:17]/[CH:18]=[CH:19]/[CH:20]=[C:21](\[CH3:38])/[CH:22]=[CH:23]/[CH:24]=[C:25](\[CH3:37])/[CH:26]=[CH:27]/[C:28]1[C:33]([CH3:35])([CH3:34])[CH2:32][CH2:31][CH2:30][C:29]=1[CH3:36] |f:1.2|. Isolated yield 81.6%. Yields the product CC1=C(C(CCC1)(C)C)/C=C/C(=C/C=C/C(=C/C=C/C=C(/C=C/C=C(/C=C/C2=C(CCCC2(C)C)C)\C)\C)/C)/C (β-carotene).